Dataset: the Open Reaction Database (ORD), a public repository of structured organic reaction records. Task: describe an organic reaction: reactants, conditions, products, and yield The reactants are solution, Cl (hydrochloric acid), C(CC)NC(=O)C1=CC=2N(C3=CC=CC=C3SC2C=C1)C(CN1CCCC1)C (N-propyl-10-[1-(1-pyrrolidinyl)-2-propyl]-2-phenothiazinecarboxamide). Run in C(C)(C)OC(C)C (isopropyl ether), C(C)(=O)OCC (ethyl acetate). Run at temperature 5 celsius. Yields the product Cl.C(CC)NC(=O)C1=CC=2N(C3=CC=CC=C3SC2C=C1)C(CN1CCCC1)C (N-propyl-10-[1-(1-pyrroli-dinyl)-2-propyl]-2-phenothiazinecarboxamide hydrochloride). RXN SMILES: [ClH:1].[CH2:2]([NH:5][C:6]([C:8]1[CH:21]=[CH:20][C:19]2[S:18][C:17]3[C:12](=[CH:13][CH:14]=[CH:15][CH:16]=3)[N:11]([CH:22]([CH3:29])[CH2:23][N:24]3[CH2:28][CH2:27][CH2:26][CH2:25]3)[C:10]=2[CH:9]=1)=[O:7])[CH2:3][CH3:4]>C(OC(C)C)(C)C.C(OCC)(=O)C>[ClH:1].[CH2:2]([NH:5][C:6]([C:8]1[CH:21]=[CH:20][C:19]2[S:18][C:17]3[C:12](=[CH:13][CH:14]=[CH:15][CH:16]=3)[N:11]([CH:22]([CH3:29])[CH2:23][N:24]3[CH2:28][CH2:27][CH2:26][CH2:25]3)[C:10]=2[CH:9]=1)=[O:7])[CH2:3][CH3:4] |f:4.5|. Procedure: A 3.3N solution (6.2 cc) of hydrochloric acid in isopropyl ether is added dropwise in the course of 5 minutes to a solution of N-propyl-10-[1-(1-pyrrolidinyl)-2-propyl]-2-phenothiazinecarboxamide, L series (7.2 g), in anhydrous ethyl acetate (80 cc). The product deposits on the walls and crystallizes on scratching. The suspension obtained is maintained for one hour at a temperature in the region of 5° C. The solid is drained, washed with anhydrous ethyl acetate (3×5 cc) and dried under reduced p...